Dataset: the Open Reaction Database (ORD), a public repository of structured organic reaction records. Task: describe an organic reaction: reactants, conditions, products, and yield The reactants are C(C)(C)NC(C)C (diisopropyl amine), C(CCC)[Li] (n-butyllithium), CCCCCC (hexane), ClC1=NC2=CC=CC=C2C=C1 (2-chloroquinoline), C(=O)=O (dry ice). Run in O1CCCC1 (tetrahydrofuran), O1CCCC1 (tetrahydrofuran). Conditions: temperature -65 celsius. Product: ClC1=NC2=CC=CC=C2C=C1C(=O)O (2-Chloro-3-quinolinecarboxylic acid). Isolated yield 62.0%. RXN SMILES: C(NC(C)C)(C)C.C([Li])CCC.CCCCCC.[Cl:19][C:20]1[CH:29]=[CH:28][C:27]2[C:22](=[CH:23][CH:24]=[CH:25][CH:26]=2)[N:21]=1.[C:30](=[O:32])=[O:31]>O1CCCC1>[Cl:19][C:20]1[C:29]([C:30]([OH:32])=[O:31])=[CH:28][C:27]2[C:22](=[CH:23][CH:24]=[CH:25][CH:26]=2)[N:21]=1. Procedure: To a solution of 21.3 ml (0.15 mole) of diisopropyl amine in 300 ml of dry tetrahydrofuran under a continuous nitrogen blanket, at -70° C., was added 61.6 ml of 2.7M n-butyllithium in hexane (0.165 mole) while maintaining the temperature at -60° to -70° C. Subsequent to this addition, the temperature was maintained at -65° C. for approximately 20 minutes. A solution of 20 g (0.12 mole) of 2-chloroquinoline in 60 ml of tetrahydrofuran was added dropwise while maintaining the temperature at -60° t... The reactants are [Al+3], CCOCC, [F-], [H-], [H-], [H-], [H-], [Li+], COC(=O)c1cccc(F)c1NCCN1CCCCC1, [Na+], O. The product is OCc1cccc(F)c1NCCN1CCCCC1. As a reaction SMILES: [Al+3:22].[CH3:30][CH2:31][O:32][CH2:33][CH3:34].[F-:27].[H-:21].[H-:24].[H-:25].[H-:26].[Li+:23].[N:1]1([CH2:7][CH2:8][NH:9][c:10]2[c:11]([C:12](=[O:13])[O:14][CH3:15])[cH:16][cH:17][cH:18][c:19]2[F:20])[CH2:2][CH2:3][CH2:4][CH2:5][CH2:6]1.[Na+:28].[OH2:29]>>[N:1]1([CH2:7][CH2:8][NH:9][c:10]2[c:11]([CH2:12][OH:13])[cH:16][cH:17][cH:18][c:19]2[F:20])[CH2:2][CH2:3][CH2:4][CH2:5][CH2:6]1. The reactants are C12(CC3CC(CC(C1)C3)C2)C(=O)O (Adamantane-1-carboxylic acid), Br.O1CCOC2=C1C=CC=C2OCCN2C(SC(=C2C)C)=N (3-[2-(2,3-Dihydro-benzo[1,4]dioxin-5-yloxy)-ethyl]-4,5-dimethyl-3H-thiazol-2-ylideneamine hydrobromide). The product is O1CCOC2=C1C=CC=C2OCCN2C(SC(=C2C)C)=NC(=O)C21CC3CC(CC(C2)C3)C1 (Adamantane-1-carboxylic acid {3-[2-(2,3-dihydro-benzo[1,4]dioxin-5-yloxy)-ethyl]-4,5-dimethyl-3H-thiazol-2-ylidene}-amide). Isolated yield 195.6%. RXN SMILES: [C:1]12([C:11](O)=[O:12])[CH2:10][CH:5]3[CH2:6][CH:7]([CH2:9][CH:3]([CH2:4]3)[CH2:2]1)[CH2:8]2.Br.[O:15]1[C:20]2[CH:21]=[CH:22][CH:23]=[C:24]([O:25][CH2:26][CH2:27][N:28]3[C:32]([CH3:33])=[C:31]([CH3:34])[S:30][C:29]3=[NH:35])[C:19]=2[O:18][CH2:17][CH2:16]1>>[O:15]1[C:20]2[CH:21]=[CH:22][CH:23]=[C:24]([O:25][CH2:26][CH2:27][N:28]3[C:32]([CH3:33])=[C:31]([CH3:34])[S:30][C:29]3=[N:35][C:11]([C:1]34[CH2:8][CH:7]5[CH2:6][CH:5]([CH2:4][CH:3]([CH2:9]5)[CH2:2]3)[CH2:10]4)=[O:12])[C:19]=2[O:18][CH2:17][CH2:16]1 |f:1.2|. Procedure details: Adamantane-1-carboxylic acid (0.78 g, 0.12 mmol) and the product of Example 81A (0.15 g, 0.39 mmol) were processed according to the method of Example 77B. Purification by column chromatography (SiO2, 0-15% methanol/methylene chloride gradient) afforded 0.11 g (60%) of the title compound Starting materials: Cc1ccccc1, CC(C)C[AlH]CC(C)C, C1CCOC1, COC(=O)c1coc2ncccc12. Yields the product OCc1coc2ncccc12. Reaction SMILES: [CH3:10][c:11]1[cH:12][cH:13][cH:14][cH:15][cH:16]1.[CH3:1][CH:2]([CH2:3][AlH:4][CH2:5][CH:6]([CH3:7])[CH3:8])[CH3:9].[O:30]1[CH2:31][CH2:32][CH2:33][CH2:34]1.[o:17]1[cH:18][c:19]([C:26](=[O:27])[O:28][CH3:29])[c:20]2[c:21]1[n:22][cH:23][cH:24][cH:25]2>>[o:17]1[cH:18][c:19]([CH2:26][OH:27])[c:20]2[c:21]1[n:22][cH:23][cH:24][cH:25]2.